This data is from the Open Reaction Database (ORD), a public repository of structured organic reaction records. The task is: describe an organic reaction: reactants, conditions, products, and yield The yield is 86.8%. Reactants: C(CCC)[Li] (n-butyllithium), O1C=CC2=C1C(CCC2)=O (4,5,6,7-tetrahydrobenzofuran-7-one), [Cl-].[NH4+] (ammonium chloride), BrC1=COC=C1 (3-bromofuran). Procedure: To a solution of 10.2 ml (0.102 mol) of 10M n-butyllithium in hexane in 200 ml of ether cooled to -78° C. was added dropwise 15 g (0.102 mol) of 3-bromofuran and the mixture was stirred for 15 min. To the above cooled mixture was added 12.61 g (0.092 mol) of 4,5,6,7-tetrahydrobenzofuran-7-one in 50 ml of THF and the mixture was allowed to warm to room temperature, and then stirred for 15 min. To the mixture was added saturated ammonium chloride solution and the resulting mixture was extracted wi... Run in CCCCCC (hexane), CCOCC (ether), C1CCOC1 (THF). Product: O1C=C(C=C1)C1(CCCC=2C=COC21)O (4,5,6,7-tetrahydro-7-(3-furyl)-benzofuran-7-ol). Reaction SMILES: C([Li])CCC.Br[C:7]1[CH:11]=[CH:10][O:9][CH:8]=1.[O:12]1[C:16]2[C:17](=[O:21])[CH2:18][CH2:19][CH2:20][C:15]=2[CH:14]=[CH:13]1.[Cl-].[NH4+]>CCCCCC.CCOCC.C1COCC1>[O:9]1[CH:10]=[CH:11][C:7]([C:17]2([OH:21])[C:16]3[O:12][CH:13]=[CH:14][C:15]=3[CH2:20][CH2:19][CH2:18]2)=[CH:8]1 |f:3.4|. Run at time 15 minute.